This data is from the Open Reaction Database (ORD), a public repository of structured organic reaction records. The task is: describe an organic reaction: reactants, conditions, products, and yield The reactants are C\C=C/1\CC[C@H]2[C@@H]3[C@@H](C[C@@H]4C[C@@H](CC[C@]4(C)[C@H]3CC[C@]12C)O)O ((Z)-3α,5β,7α-pregn-17(20)-ene-3,7-diol), N1=CC=CC=C1 (pyridine), C(C)(=O)OC(C)=O (acetic anhydride), Cl (HCl), O (water). The reagents and catalysts are CN(C1=CC=NC=C1)C (4-dimethylaminopyridine). Solvent: C1(=CC=CC=C1)C (toluene). Reaction conditions: time 18 hour. The product is C(C)(=O)O[C@H]1C[C@H]2C[C@H]([C@H]3[C@@H]4CC/C(=C/C)/[C@]4(CC[C@@H]3[C@]2(CC1)C)C)OC(C)=O ((Z)-3α,5β,7α-pregn-17(20)-ene-3,7-diol diacetate). Isolated yield 75.0%. Reaction SMILES: [CH3:1]/[CH:2]=[C:3]1/[CH2:4][CH2:5][C@@H:6]2[C@:20]/1([CH3:21])[CH2:19][CH2:18][C@H:17]1[C@H:7]2[C@H:8]([OH:23])[CH2:9][C@H:10]2[C@:15]1([CH3:16])[CH2:14][CH2:13][C@@H:12]([OH:22])[CH2:11]2.N1[CH:29]=[CH:28]C=CC=1.[C:30](OC(=O)C)(=[O:32])[CH3:31].Cl.[OH2:38]>CN(C)C1C=CN=CC=1.C1(C)C=CC=CC=1>[C:30]([O:22][C@@H:12]1[CH2:13][CH2:14][C@@:15]2([CH3:16])[C@H:10]([CH2:9][C@@H:8]([O:23][C:28](=[O:38])[CH3:29])[C@@H:7]3[C@@H:17]2[CH2:18][CH2:19][C@@:20]2([CH3:21])[C@H:6]3[CH2:5][CH2:4]/[C:3]/2=[CH:2]/[CH3:1])[CH2:11]1)(=[O:32])[CH3:31]. Reported procedure: To a solution of 0.60 g (0.00188 mol) of (Z)-3α,5β,7α-pregn-17(20)-ene-3,7-diol and 30 ml of dry toluene was added 1.8 ml (ca. 1.84 g=0.023 mol) of dry pyridine, 1.8 ml (ca. 1.66 g=0.016 mol) of acetic anhydride and 0.016 g (0.00013 mol) of 4-dimethylaminopyridine. The mixture was stirred under argon atmosphere for 18 hr. and then poured into 100 ml of water, acidified with 1 N HCl and extracted with 3×50 ml of ethyl acetate. The combined organic phases were washed with water until neutral and t... Starting materials: CCCCCCN1CCC(C)(c2cccc(C=O)c2)C(C)C1, CCO, Cl, NO, c1ccncc1. Product: CCCCCCN1CCC(C)(c2cccc(C=NO)c2)C(C)C1. RXN SMILES: [CH2:1]([CH2:2][CH2:3][CH2:4][CH2:5][CH3:6])[N:7]1[CH2:8][CH:9]([CH3:22])[C:10]([c:13]2[cH:14][c:15]([CH:19]=[O:20])[cH:16][cH:17][cH:18]2)([CH3:21])[CH2:11][CH2:12]1.[CH3:32][CH2:33][OH:34].[ClH:23].[NH2:24][OH:25].[cH:26]1[cH:27][cH:28][n:29][cH:30][cH:31]1>>[CH2:1]([CH2:2][CH2:3][CH2:4][CH2:5][CH3:6])[N:7]1[CH2:8][CH:9]([CH3:22])[C:10]([c:13]2[cH:14][c:15]([CH:19]=[N:24][OH:25])[cH:16][cH:17][cH:18]2)([CH3:21])[CH2:11][CH2:12]1. The reactants are O=C1OC2(CN1)CN([C@@H](C2)C(=O)OC(C)(C)C)C(=O)OC(C)(C)C ((8S)-di-tert-butyl 2-oxo-1-oxa-3,7-diazaspiro[4.4]nonane-7,8-dicarboxylate), ClC=1C=C(C=CC1)Br (3-chloro bromobenzene). Yields the product ClC=1C=C(C=CC1)N1C(O[C@@]2(C1)CN([C@@H](C2)C(=O)OC(C)(C)C)C(=O)OC(C)(C)C)=O ((5R,8S)-di-tert-butyl 3-(3-chlorophenyl)-2-oxo-1-oxa-3,7-diazaspiro[4.4]nonane-7,8-dicarboxylate). Yield: 21.7%. RXN SMILES: [O:1]=[C:2]1[NH:6][CH2:5][C:4]2([CH2:10][C@@H:9]([C:11]([O:13][C:14]([CH3:17])([CH3:16])[CH3:15])=[O:12])[N:8]([C:18]([O:20][C:21]([CH3:24])([CH3:23])[CH3:22])=[O:19])[CH2:7]2)[O:3]1.[Cl:25][C:26]1[CH:27]=[C:28](Br)[CH:29]=[CH:30][CH:31]=1>>[Cl:25][C:26]1[CH:31]=[C:30]([N:6]2[CH2:5][C@:4]3([CH2:10][C@@H:9]([C:11]([O:13][C:14]([CH3:16])([CH3:17])[CH3:15])=[O:12])[N:8]([C:18]([O:20][C:21]([CH3:24])([CH3:23])[CH3:22])=[O:19])[CH2:7]3)[O:3][C:2]2=[O:1])[CH:29]=[CH:28][CH:27]=1. Procedure: Following the procedure from Example 1 step C using (8S)-di-tert-butyl 2-oxo-1-oxa-3,7-diazaspiro[4.4]nonane-7,8-dicarboxylate (2) (189 mg, 0.55 mmol, 1 eq.) and 3-chloro bromobenzene (60 μl, 0.55 mmol, 1 eq.) gave 54 mg (119) of (5R,8S)-di-tert-butyl 3-(3-chlorophenyl)-2-oxo-1-oxa-3,7-diazaspiro[4.4]nonane-7,8-dicarboxylate (A4). 1H NMR (300 MHz, DMSO) 7.68 (m, 1H), 7.55-7.38 (m, 2H), 7.2 (m, 1H), 4.38-4.28 (m, 1H), 4.2-4.05 (m, 2H), 3.75-3.6 (m, 2H), 2.7-2.4 (m, 2H), 1.4 (m, 18H). Reactants: Cc1nc(-c2ccc(C(F)(F)F)cc2)oc1C(C)(C)O, COC(=O)Cc1cccc(S)c1, CCOC(C)=O, ClCCCl, [I-], [Zn+]. Product: COC(=O)Cc1cccc(SC(C)(C)c2oc(-c3ccc(C(F)(F)F)cc3)nc2C)c1. RXN SMILES: [CH3:1][c:2]1[n:3][c:4](-[c:11]2[cH:12][cH:13][c:14]([C:17]([F:18])([F:19])[F:20])[cH:15][cH:16]2)[o:5][c:6]1[C:7]([CH3:8])([CH3:9])[OH:10].[CH3:21][O:22][C:23]([CH2:24][c:25]1[cH:26][c:27]([SH:31])[cH:28][cH:29][cH:30]1)=[O:32].[CH3:37][CH2:38][O:39][C:40](=[O:41])[CH3:42].[Cl:33][CH2:34][CH2:35][Cl:36].[I-:43].[Zn+:44]>>[CH3:1][c:2]1[n:3][c:4](-[c:11]2[cH:12][cH:13][c:14]([C:17]([F:18])([F:19])[F:20])[cH:15][cH:16]2)[o:5][c:6]1[C:7]([CH3:8])([CH3:9])[S:31][c:27]1[cH:26][c:25]([CH2:24][C:23]([O:22][CH3:21])=[O:32])[cH:30][cH:29][cH:28]1. Starting materials: [OH-].[Na+] (NaOH), C(C)(C)(C)OC(=O)N1CCC(CC1)CCCC(=O)OCC (ethyl 4-(1-t-butyloxycarbonyl-4-piperidyl)butanoate). Solvent: CO (methanol). Conditions: time 1 hour. Product: C(C)(C)(C)OC(=O)N1CCC(CC1)CCCC(=O)O (4-(1-t-butyloxycarbonyl-4-piperidyl)butanoic acid). Yield: 100.4%. Reaction SMILES: [OH-].[Na+].[C:3]([O:7][C:8]([N:10]1[CH2:15][CH2:14][CH:13]([CH2:16][CH2:17][CH2:18][C:19]([O:21]CC)=[O:20])[CH2:12][CH2:11]1)=[O:9])([CH3:6])([CH3:5])[CH3:4]>CO>[C:3]([O:7][C:8]([N:10]1[CH2:15][CH2:14][CH:13]([CH2:16][CH2:17][CH2:18][C:19]([OH:21])=[O:20])[CH2:12][CH2:11]1)=[O:9])([CH3:6])([CH3:4])[CH3:5] |f:0.1|. Procedure: An aqueous solution (2 ml) of 700 mg of NaOH was added to 15 ml of a methanol solution of 1.0 g of ethyl 4-(1-t-butyloxycarbonyl-4-piperidyl)butanoate and stirred for 1 hour at room temperature. The methanol was removed by distillation under a reduced pressure, and the residue was made acidic with 1N HCl and then extracted with ethyl acetate. This was washed with brine, dried with magnesium sulfate, and the solvent was removed by distillation under a reduced pressure. Thus, 0.91 g of 4-(1-t-buty... Reactants: C(C1=CC=CC=C1)OC1=C(C=CC(=C1)CC=1SC=CN1)N1CC(NS1(=O)=O)=O (5-(2-benzyloxy-4-thiazol-2-ylmethylphenyl)-1,1-dioxo-1,2,5-thiadiazolidin-3-one), B(Br)(Br)Br (BBr3). Run in C(Cl)Cl (CH2Cl2). Run at temperature -10 celsius, time 30 minute. Product: OC1=C(C=CC(=C1)CC=1SC=CN1)N1CC(NS1(=O)=O)=O (5-(2-Hydroxy-4-thiazol-2-ylmethylphenyl)-1,1-dioxo-1,2,5-thiadiazolidin-3-one). As a reaction SMILES: C([O:8][C:9]1[CH:14]=[C:13]([CH2:15][C:16]2[S:17][CH:18]=[CH:19][N:20]=2)[CH:12]=[CH:11][C:10]=1[N:21]1[S:25](=[O:27])(=[O:26])[NH:24][C:23](=[O:28])[CH2:22]1)C1C=CC=CC=1.B(Br)(Br)Br>C(Cl)Cl>[OH:8][C:9]1[CH:14]=[C:13]([CH2:15][C:16]2[S:17][CH:18]=[CH:19][N:20]=2)[CH:12]=[CH:11][C:10]=1[N:21]1[S:25](=[O:27])(=[O:26])[NH:24][C:23](=[O:28])[CH2:22]1. Reported procedure: To a suspension of 5-(2-benzyloxy-4-thiazol-2-ylmethylphenyl)-1,1-dioxo-1,2,5-thiadiazolidin-3-one (20 mg, 0.05 mmol) in CH2Cl2 (5 mL) at −10° C. is added BBr3 (0.2 mL, 1.0 M in CH2Cl2) and the yellow mixture is stirred at −10° C. for 30 min. The reaction is quenched with water and the aqueous layer is neutralized to pH=7 with 1N NaOH. The aqueous layer is then concentrated and the residue is purified by reverse phase HPLC (CH3CN/water/0.1% TFA) to give the title compound as a light yellow solid...